This data is from the Open Reaction Database (ORD), a public repository of structured organic reaction records. The task is: describe an organic reaction: reactants, conditions, products, and yield Starting materials: C(C1=CC=CC=C1)C=1C=C(C2=C(C1)C=1CN(CCC1O2)C(=O)OC(C)(C)C)Cl (tert-butyl 8-benzyl-6-chloro-3,4-dihydrobenzofuro[3,2-c]pyridine-2(1H)-carboxylate), C1(=CC=CC=C1)O (phenol). Yields the product C(C1=CC=CC=C1)C=1C=C(C2=C(C1)C=1CN(CCC1O2)C(=O)OC(C)(C)C)O (tert-butyl 8-benzyl-6-hydroxy-3,4-dihydrobenzofuro[3,2-c]pyridine-2(1H)-carboxylate). The yield is 71.0%. As a reaction SMILES: [CH2:1]([C:8]1[CH:9]=[C:10](Cl)[C:11]2[O:20][C:19]3[CH2:18][CH2:17][N:16]([C:21]([O:23][C:24]([CH3:27])([CH3:26])[CH3:25])=[O:22])[CH2:15][C:14]=3[C:12]=2[CH:13]=1)[C:2]1[CH:7]=[CH:6][CH:5]=[CH:4][CH:3]=1.C1([OH:35])C=CC=CC=1>>[CH2:1]([C:8]1[CH:9]=[C:10]([OH:35])[C:11]2[O:20][C:19]3[CH2:18][CH2:17][N:16]([C:21]([O:23][C:24]([CH3:27])([CH3:26])[CH3:25])=[O:22])[CH2:15][C:14]=3[C:12]=2[CH:13]=1)[C:2]1[CH:7]=[CH:6][CH:5]=[CH:4][CH:3]=1. Procedure details: The product of step C (150 mg, 0.37 mmol) was converted to the phenol derivative following the procedure of Example 54, step A. The crude product was purified by column chromatography (SiO2, 4:1 hexanes/ethyl acetate) providing tert-butyl 8-benzyl-6-hydroxy-3,4-dihydrobenzofuro[3,2-c]pyridine-2(1H)-carboxylate (100 mg, 71%) as an off-white solid which was converted directly to the methyl ether derivative following the procedure of Example 54, step B. Purification by column chromatography (SiO2, ... Reactants: C[SiH](C1=CC=CC=C1)C (dimethylphenylsilane), CO (methanol), FC(C(=O)O)(F)F (trifluoroacetic acid), C(C1=CC=CC=C1)=NS(=O)(=O)C1=CC=CC=C1 (N-benzylidenebenzene sulfonamide), iodo[bis(triphenylphosphine)] oxorhenium(V), SiO2. The solvent is C(C)OCC (diethyl ether), C1=CC=CC=C1 (benzene). Run at temperature 60 celsius, time 2 hour. Product: C1(=CC=CC=C1)S(=O)(=O)NCC1=CC=CC=C1 (N-phenylsulfonylbenzylamine). The yield is 86.2%. RXN SMILES: [CH:1](=[N:8][S:9]([C:12]1[CH:17]=[CH:16][CH:15]=[CH:14][CH:13]=1)(=[O:11])=[O:10])[C:2]1[CH:7]=[CH:6][CH:5]=[CH:4][CH:3]=1.C[SiH](C)C1C=CC=CC=1.CO.FC(F)(F)C(O)=O>C1C=CC=CC=1.C(OCC)C>[C:12]1([S:9]([NH:8][CH2:1][C:2]2[CH:7]=[CH:6][CH:5]=[CH:4][CH:3]=2)(=[O:11])=[O:10])[CH:13]=[CH:14][CH:15]=[CH:16][CH:17]=1. Procedure: In a 5 mL flask opened to the air, to a clear solution of N-benzylidenebenzene sulfonamide (100 mg, 0.408 mmol) in benzene (0.4 mL) was added dimethylphenylsilane (125 μL, 0.816 mmol). The flask was placed in a 60° C. bath and iodo[bis(triphenylphosphine)] oxorhenium(V) (18 mg, 0.021 mmol) was added. The resulting brown solution was heated at 60° C. for 2 hours. To the reaction mixture was added methanol (0.4 mL) followed by trifluoroacetic acid (35 μL), and heating continued for an additional 2... Reactants: CO, CC(C(=O)Nn1cccc1)N(Cc1ccccc1)C(=O)[O-]. Yields the product CC(N)C(=O)Nn1cccc1. Reaction SMILES: [CH3:22][OH:23].[c:1]1([CH2:2][N:8]([C:3](=[O:4])[O-:5])[CH:12]([C:13]([NH:14][n:15]2[cH:16][cH:17][cH:18][cH:19]2)=[O:20])[CH3:21])[cH:6][cH:7][cH:9][cH:10][cH:11]1>>[NH2:8][CH:12]([C:13]([NH:14][n:15]1[cH:16][cH:17][cH:18][cH:19]1)=[O:20])[CH3:21]. Reactants: FC(OC1=CC=C(C=C1)N1C(C2(CC1)CCNCC2)=O)(F)F (2-(4-trifluoromethoxy-phenyl)-2,8-diaza-spiro[4.5]decan-1-one), BrC1=C(C=CC=C1F)F (1-bromo-2,6-difluorobenzene). Yields the product FC1=C(C(=CC=C1)F)N1CCC2(CCN(C2=O)C2=CC=C(C=C2)OC(F)(F)F)CC1 (8-(2,6-Difluoro-phenyl)-2-(4-trifluoromethoxy-phenyl)-2,8-diaza-spiro[4.5]decan-1-one). Reaction SMILES: [F:1][C:2]([F:22])([F:21])[O:3][C:4]1[CH:9]=[CH:8][C:7]([N:10]2[CH2:14][CH2:13][C:12]3([CH2:19][CH2:18][NH:17][CH2:16][CH2:15]3)[C:11]2=[O:20])=[CH:6][CH:5]=1.Br[C:24]1[C:29]([F:30])=[CH:28][CH:27]=[CH:26][C:25]=1[F:31]>>[F:30][C:29]1[CH:28]=[CH:27][CH:26]=[C:25]([F:31])[C:24]=1[N:17]1[CH2:16][CH2:15][C:12]2([C:11](=[O:20])[N:10]([C:7]3[CH:8]=[CH:9][C:4]([O:3][C:2]([F:1])([F:21])[F:22])=[CH:5][CH:6]=3)[CH2:14][CH2:13]2)[CH2:19][CH2:18]1. Procedure: The title compound was prepared in analogy to example 1 step D from a mixture of 2-(4-trifluoromethoxy-phenyl)-2,8-diaza-spiro[4.5]decan-1-one (described in example 1 step C) and 1-bromo-2,6-difluorobenzene. White solid. MS (ESI): 427.1 (MH+) Reactants: CCN(C(C)C)C(C)C (DIPEA), NC(=O)N (urea), B1(OC(C(O1)(C)C)(C)C)B2OC(C(O2)(C)C)(C)C (bis(pinacolato)diboron), C1=CC=C(C=C1)P([C-]2C=CC=C2)C3=CC=CC=C3.C1=CC=C(C=C1)P([C-]2C=CC=C2)C3=CC=CC=C3.Cl[Pd]Cl.[Fe+2] (Pd(dppf)Cl2). Run in C1(=CC=CC=C1)C (toluene), O1CCOCC1 (1,4-dioxane), C(Cl)Cl (DCM). Run at time 10 hour. Product: C1=CC=C(C=C1)P([C-]2C=CC=C2)C3=CC=CC=C3.C1=CC=C(C=C1)P([C-]2C=CC=C2)C3=CC=CC=C3.Cl[Pd]Cl.[Fe+2] (Pd(dppf)Cl2), B(O)O (boronic acid). As a reaction SMILES: CCN(C(C)C)C(C)C.NC(N)=O.[B:14]1(B2OC(C)(C)C(C)(C)O2)[O:18]C(C)(C)C(C)(C)[O:15]1.[CH:32]1[CH:37]=[CH:36][C:35]([P:38]([C:44]2[CH:49]=[CH:48][CH:47]=[CH:46][CH:45]=2)[C-:39]2[CH:43]=[CH:42][CH:41]=[CH:40]2)=[CH:34][CH:33]=1.[CH:50]1[CH:55]=[CH:54][C:53]([P:56]([C:62]2[CH:67]=[CH:66][CH:65]=[CH:64][CH:63]=2)[C-:57]2[CH:61]=[CH:60][CH:59]=[CH:58]2)=[CH:52][CH:51]=1.[Cl:68][Pd:69][Cl:70].[Fe+2:71]>C(Cl)Cl.C1(C)C=CC=CC=1.O1CCOCC1>[CH:47]1[CH:46]=[CH:45][C:44]([P:38]([C:35]2[CH:36]=[CH:37][CH:32]=[CH:33][CH:34]=2)[C-:39]2[CH:43]=[CH:42][CH:41]=[CH:40]2)=[CH:49][CH:48]=1.[CH:65]1[CH:64]=[CH:63][C:62]([P:56]([C:53]2[CH:54]=[CH:55][CH:50]=[CH:51][CH:52]=2)[C-:57]2[CH:61]=[CH:60][CH:59]=[CH:58]2)=[CH:67][CH:66]=1.[Cl:68][Pd:69][Cl:70].[Fe+2:71].[BH:14]([OH:18])[OH:15] |f:3.4.5.6,10.11.12.13|. Procedure: The fourth route to intermediate [1] is outlined in Scheme 4. Intermediate compound [C] is prepared as described in Scheme 2. 4-Amino benzamide [C] is then reacted with 2,2,2-trichloroethyl chloroformate or trichloromethyl chloroformate to form the corresponding carbamate [P]. Typically, this reaction is performed in the presence of a base such as TEA or DIPEA, solvent such as DCM, THF, or CHCl3, at reduced temperatures, i.e., about 0° C. to about rt, for about 2 to about 12 h, such as about 4 h... Reactants: BrCC(=O)OCC (Ethyl bromoacetate), C(C)(=O)ON1C(C2=CC=C(C=C2C=N1)C=C)=O (1-oxo-6-vinylphthalazine-2(1H)-yl acetate), C(=C)C=1C=C2C=NNC(C2=CC1)=O (6-vinylphthalazine-1(2H)-one), C(=O)([O-])[O-].[Cs+].[Cs+] (Cs2CO3). The solvent is CN(C)C=O (DMF). Reaction conditions: time 8 hour. Yields the product O=C1N(N=CC2=CC(=CC=C12)C=C)CC(=O)OCC (Ethyl 2-(1-oxo-6-vinylphthalazin-2(1H)-yl)acetate). Isolated yield 45.0%. As a reaction SMILES: C(O[N:5]1[N:14]=[CH:13][C:12]2[C:7](=[CH:8][CH:9]=[C:10]([CH:15]=[CH2:16])[CH:11]=2)[C:6]1=[O:17])(=O)C.C(C1C=C2C(=CC=1)C(=O)NN=C2)=C.C([O-])([O-])=O.[Cs+].[Cs+].Br[CH2:38][C:39]([O:41][CH2:42][CH3:43])=[O:40]>CN(C=O)C>[O:17]=[C:6]1[C:7]2[C:12](=[CH:11][C:10]([CH:15]=[CH2:16])=[CH:9][CH:8]=2)[CH:13]=[N:14][N:5]1[CH2:38][C:39]([O:41][CH2:42][CH3:43])=[O:40] |f:2.3.4|. Procedure: Ethyl-2-(1-oxo-6-vinylphthalazine-2(1H)-yl acetate (BI24): To a stirred solution of 6-vinylphthalazine-1(2H)-one (0.5 g, 2.90 mmol) in DMF (5.0 mL) was added Cs2CO3 (0.94 g, 2.90 mmol) and the reaction was stirred for 10 min Ethyl bromoacetate (0.48 g, 2.90 mmol) was added to the reaction mixture at ambient temperature and the reaction was stirred for 8 h at ambient temperature. The reaction mixture was diluted and extracted with EtOAc, and the EtOAc layer was washed with water and brine solutio... Reactants: ClC1=C2C(=NC=C1)N(C(=C2)C2=CN(C1=CC(=C(C=C21)OC)OC)CCI)S(=O)(=O)C2=CC=C(C=C2)C (4-chloro-2-[1-(2-iodoethyl)-5,6-dimethoxy-1H-indol-3-yl]-1-(toluene-4-sulfonyl)-1H-pyrrolo[2,3-b]pyridine), C([O-])([O-])=O.[K+].[K+] (potassium carbonate), CN1CCNCC1 (1-methylpiperazine), ClCCl.CO (dichloromethane methanol). Solvent: C(C)#N (acetonitrile). Product: ClC1=C2C(=NC=C1)N(C(=C2)C2=CN(C1=CC(=C(C=C21)OC)OC)CCN2CCN(CC2)C)S(=O)(=O)C2=CC=C(C=C2)C (4-chloro-2-{5,6-dimethoxy-1-[2-(4-methylpiperazin-1-yl)ethyl]-1H-indol-3-yl}-1-(toluene-4-sulfonyl)-1H-pyrrolo[2,3-b]pyridine). Isolated yield 55.5%. Reaction SMILES: [Cl:1][C:2]1[CH:7]=[CH:6][N:5]=[C:4]2[N:8]([S:27]([C:30]3[CH:35]=[CH:34][C:33]([CH3:36])=[CH:32][CH:31]=3)(=[O:29])=[O:28])[C:9]([C:11]3[C:19]4[C:14](=[CH:15][C:16]([O:22][CH3:23])=[C:17]([O:20][CH3:21])[CH:18]=4)[N:13]([CH2:24][CH2:25]I)[CH:12]=3)=[CH:10][C:3]=12.C(=O)([O-])[O-].[K+].[K+].[CH3:43][N:44]1[CH2:49][CH2:48][NH:47][CH2:46][CH2:45]1.ClCCl.CO>C(#N)C>[Cl:1][C:2]1[CH:7]=[CH:6][N:5]=[C:4]2[N:8]([S:27]([C:30]3[CH:35]=[CH:34][C:33]([CH3:36])=[CH:32][CH:31]=3)(=[O:29])=[O:28])[C:9]([C:11]3[C:19]4[C:14](=[CH:15][C:16]([O:22][CH3:23])=[C:17]([O:20][CH3:21])[CH:18]=4)[N:13]([CH2:24][CH2:25][N:47]4[CH2:48][CH2:49][N:44]([CH3:43])[CH2:45][CH2:46]4)[CH:12]=3)=[CH:10][C:3]=12 |f:1.2.3,5.6|. Procedure: But using 0.98 g of 4-chloro-2-[1-(2-iodoethyl)-5,6-dimethoxy-1H-indol-3-yl]-1-(toluene-4-sulfonyl)-1H-pyrrolo[2,3-b]pyridine, 0.21 g of potassium carbonate and 0.31 g of 1-methylpiperazine in 100 ml of acetonitrile. After flash chromatography on a silica column [eluent: dichloromethane/methanol (90/10 by volume)], 0.52 g of 4-chloro-2-{5,6-dimethoxy-1-[2-(4-methylpiperazin-1-yl)ethyl]-1H-indol-3-yl}-1-(toluene-4-sulfonyl)-1H-pyrrolo[2,3-b]pyridine is thus obtained in the form of an oil, the cha... Reactants: [Cl-].[Ce+3].[Cl-].[Cl-] (cerium chloride), COC=1C(C=2C=CC=NC2C(C1)=O)=O (6-methoxyquinoline-5,8-quinone), NC1=CC=CC=C1 (aniline). The solvent is C(C)O (ethanol). The product is N(C1=CC=CC=C1)C=1C(C=2C=CC=NC2C(C1)=O)=O (6-anilinoquinoline-5,8-quinone). The yield is 16.0%. As a reaction SMILES: CO[C:3]1[C:4](=[O:14])[C:5]2[CH:6]=[CH:7][CH:8]=[N:9][C:10]=2[C:11](=[O:13])[CH:12]=1.[Cl-].[Ce+3].[Cl-].[Cl-].[NH2:19][C:20]1[CH:25]=[CH:24][CH:23]=[CH:22][CH:21]=1>C(O)C>[NH:19]([C:3]1[C:4](=[O:14])[C:5]2[CH:6]=[CH:7][CH:8]=[N:9][C:10]=2[C:11](=[O:13])[CH:12]=1)[C:20]1[CH:25]=[CH:24][CH:23]=[CH:22][CH:21]=1 |f:1.2.3.4|. Reported procedure: Six grams of 6-methoxyquinoline-5,8-quinone were dissolved in 500 ml of absolute ethanol and 9 g of cerium chloride were added. After the reaction was stirred, 3.3 g of aniline were added. The reaction mixture was refluxed for several hours, then it was stirred overnight at room temperature. The ethanol was evaporated to dryness and partitioned between chloroform and an aqueous sodium chloride solution. The chloroform layer was washed with an aqueous sodium chloride solution, dried with sodium s... The reactants are [BH3-]C#N, C1CCOC1, CN, CO, CCOC(C)=O, CCOC(=O)c1nn(-c2ccc(OC)cc2)c2c1CCN(c1ccc(-c3ccccc3C=O)cc1)C2=O, [Cl-], [Cl-], Cl, [Na+], [Zn+2]. The product is CCOC(=O)c1nn(-c2ccc(OC)cc2)c2c1CCN(c1ccc(-c3ccccc3CNC)cc1)C2=O. Reaction SMILES: [C:46](#[N:47])[BH3-:48].[CH2:41]1[O:42][CH2:43][CH2:44][CH2:45]1.[CH3:39][NH2:40].[CH3:50][OH:51].[CH3:52][CH2:53][O:54][C:55]([CH3:56])=[O:57].[CH:1](=[O:2])[c:3]1[c:4](-[c:9]2[cH:10][cH:11][c:12]([N:15]3[C:16](=[O:37])[c:17]4[c:18]([c:21]([C:32](=[O:33])[O:34][CH2:35][CH3:36])[n:22][n:23]4-[c:24]4[cH:25][cH:26][c:27]([O:30][CH3:31])[cH:28][cH:29]4)[CH2:19][CH2:20]3)[cH:13][cH:14]2)[cH:5][cH:6][cH:7][cH:8]1.[Cl-:58].[Cl-:60].[ClH:38].[Na+:49].[Zn+2:59]>>[CH2:1]([c:3]1[c:4](-[c:9]2[cH:10][cH:11][c:12]([N:15]3[C:16](=[O:37])[c:17]4[c:18]([c:21]([C:32](=[O:33])[O:34][CH2:35][CH3:36])[n:22][n:23]4-[c:24]4[cH:25][cH:26][c:27]([O:30][CH3:31])[cH:28][cH:29]4)[CH2:19][CH2:20]3)[cH:13][cH:14]2)[cH:5][cH:6][cH:7][cH:8]1)[NH:47][CH3:46]. Starting materials: N1=CC=CC=C1 (pyridine), BrC=1C=C(C#N)C=C(C1O)Br (3,5-dibromo-4-hydroxybenzonitrile), ClCOC(=O)Cl (Chloromethylchloroformate). Run in C(Cl)(Cl)Cl (chloroform). Conditions: time 12 hour. Yields the product BrC1=C(C(=CC(=C1)C#N)Br)OC(OCCl)=O (Carbonic acid chloromethyl ester 2,6-dibromo-4-cyanophenyl ester). Yield: 93.7%. Reaction SMILES: [Br:1][C:2]1[CH:3]=[C:4]([CH:7]=[C:8]([Br:11])[C:9]=1[OH:10])[C:5]#[N:6].N1C=CC=CC=1.[Cl:18][CH2:19][O:20][C:21](Cl)=[O:22]>C(Cl)(Cl)Cl>[Br:1][C:2]1[CH:3]=[C:4]([C:5]#[N:6])[CH:7]=[C:8]([Br:11])[C:9]=1[O:10][C:21](=[O:22])[O:20][CH2:19][Cl:18]. Procedure details: To a suspension of 3,5-dibromo-4-hydroxybenzonitrile (10.0 g, 36.1 mmol) in 180 mL of chloroform was added pyridine (2.92 ml, 36.1 mmol). Chloromethylchloroformate (5.2 mL 60 mmol) was then added over 5 min. The mixture was allowed to stir at room temperature for 12 h. The reaction was then washed with 1% HCl aq, water, and brine. The organic layer was then dried over sodium sulfate, filtered, and evaporated to afford a white solid (12.5 g) in 94% yield. 1H-NMR (300 MHz, CDCl3) δ (ppm): 5.87 (d,...